Dataset: the Open Reaction Database (ORD), a public repository of structured organic reaction records. Task: describe an organic reaction: reactants, conditions, products, and yield Starting materials: ClC1=NC(=C(C(=N1)Cl)C#N)Cl (2,4,6-trichloro-5-cyano-pyrimidine), C(C)N(C(C)C)C(C)C (N-ethyl-diisopropylamine), O1CCOCC1 (dioxane), C(O)CN (ethanolamine). Reaction conditions: time 8 hour. Product: ClC1=NC(=NC(=C1C#N)NCCO)NCCO (4-chloro-2,6-bis-(2-hydroxy-ethylamino)-pyrimidine-5-carbonitrile). RXN SMILES: Cl[C:2]1[N:7]=[C:6]([Cl:8])[C:5]([C:9]#[N:10])=[C:4](Cl)[N:3]=1.C([N:14]([CH:18]([CH3:20])C)C(C)C)C.[CH2:21]([CH2:23][NH2:24])[OH:22].[O:25]1CCOCC1>>[Cl:8][C:6]1[C:5]([C:9]#[N:10])=[C:4]([NH:24][CH2:23][CH2:21][OH:22])[N:3]=[C:2]([NH:14][CH2:18][CH2:20][OH:25])[N:7]=1. Reported procedure: A solution of 10.0 g (48 mmol) of 2,4,6-trichloro-5-cyano-pyrimidine in 150 ml of dioxane was treated at 0° C. with 16.4 ml (96 mmol) of N-ethyl-diisopropylamine, followed by 8.7 ml (144 mmol) of ethanolamine. While warming up to room temperature, yellowish solid material started to precipitate. The yellow solution was stirred overnight, then the resulting material was separated by filtration and the mother liquor evaporated to dryness. The residue was stirred with dichloromethane and the solid ... RXN SMILES: C1(P(C2CCCCC2)[C:8]2[CH:13]=[CH:12][CH:11]=[CH:10][C:9]=2[C:14]2C=CC=CC=2N(C)C)CCCCC1.B(O)(O)C1C=CC(C)=CC=1.[F-].[K+].Cl[C:42]1[CH:51]=[C:50]2[C:45]([NH:46][CH2:47][CH:48]3[CH2:55][N:54](C(OCC4C=CC=CC=4)=O)[CH2:53][CH2:52][N:49]32)=[CH:44][CH:43]=1>C([O-])(=O)C.[Pd+2].C([O-])(=O)C.O1CCOCC1>[CH3:14][C:9]1[CH:10]=[CH:11][C:12]([C:42]2[CH:51]=[C:50]3[C:45]([NH:46][CH2:47][CH:48]4[CH2:55][NH:54][CH2:53][CH2:52][N:49]43)=[CH:44][CH:43]=2)=[CH:13][CH:8]=1 |f:2.3,5.6.7|. Conditions: temperature 100 celsius. The yield is 786.3%. Procedure: To a two-necked round bottom flask charged with argon was added palladium (II) acetate (4 mg, 0.0195 mmol), 2-dicyclohexylphosphino-2′-(N,N-dimethylamino)biphenyl (10 mg, 0.02925 mmol), p-tolylboronic acid (80 mg, 0.59 mmol), potassium fluoride (68 mg, 1.17 mmol), and 9-Chloro-3-carbobenzyloxy-2,3,4,4a,5,6-hexahydro-1H-pyrazino[1,2-a]quinoxaline (140 mg, 0.39 mmol). 1 ml of degassed 1,4-dioxane was added and the reaction was degassed and heated to 100° C. for 20 h. The reaction mixture was coole... Yields the product CC1=CC=C(C=C1)C1=CC=C2NCC3N(C2=C1)CCNC3 (9-(4-methylphenyl)-2,3,4,4a,5,6-hexahydro-1H-pyrazino[1,2-a]quinoxaline). Reactants: C1(CCCCC1)P(C1=C(C=CC=C1)C1=C(C=CC=C1)N(C)C)C1CCCCC1 (2-dicyclohexylphosphino-2′-(N,N-dimethylamino)biphenyl), B(C=1C=CC(=CC1)C)(O)O (p-tolylboronic acid), [F-].[K+] (potassium fluoride), ClC1=CC=C2NCC3N(C2=C1)CCN(C3)C(=O)OCC3=CC=CC=C3 (9-Chloro-3-carbobenzyloxy-2,3,4,4a,5,6-hexahydro-1H-pyrazino[1,2-a]quinoxaline). The reagents and catalysts are C(C)(=O)[O-].[Pd+2].C(C)(=O)[O-] (palladium (II) acetate). Run in O1CCOCC1 (1,4-dioxane). The reactants are CN[C@@H]1CC[C@H](CC1)CCCCCOS(=O)(=O)C (trans-Methansulfonic acid 5-(4-methyl amino-cyclohexyl)-pentyl ester), N1CCCCC1 (piperidine), FC(C(=O)O)(F)F (trifluoroacetic acid), ClC(=O)OC1=CC=C(C=C1)Cl (4-chlorophenyl chloroformate). Product: ClC1=CC=C(C=C1)OC(N([C@@H]1CC[C@H](CC1)CCCCCN1CCCCC1)C)=O (trans-Methyl-[4-(5-piperidin-1-yl-pentyl)-cyclohexyl]-carbamic acid 4-chloro-phenyl ester). Reaction SMILES: [CH3:1][NH:2][C@H:3]1[CH2:8][CH2:7][C@H:6]([CH2:9][CH2:10][CH2:11][CH2:12][CH2:13]OS(C)(=O)=O)[CH2:5][CH2:4]1.FC(F)(F)C(O)=O.Cl[C:27]([O:29][C:30]1[CH:35]=[CH:34][C:33]([Cl:36])=[CH:32][CH:31]=1)=[O:28].[NH:37]1[CH2:42][CH2:41][CH2:40][CH2:39][CH2:38]1>>[Cl:36][C:33]1[CH:34]=[CH:35][C:30]([O:29][C:27](=[O:28])[N:2]([CH3:1])[C@H:3]2[CH2:4][CH2:5][C@H:6]([CH2:9][CH2:10][CH2:11][CH2:12][CH2:13][N:37]3[CH2:42][CH2:41][CH2:40][CH2:39][CH2:38]3)[CH2:7][CH2:8]2)=[CH:31][CH:32]=1. Procedure: In analogy to examples 29.10 and 29.11, trans-Methansulfonic acid 5-(4-methyl amino-cyclohexyl)-pentyl ester.trifluoroacetic acid salt and 4-chlorophenyl chloroformate were reacted, followed by treatment with piperidine to give trans-Methyl-[4-(5-piperidin-1-yl-pentyl)-cyclohexyl]-carbamic acid 4-chloro-phenyl ester, MS: 421 (MH+, 1Cl). Reactants: O=C1N(C2=CC=CC=C2C12CCCC2)C(=O)NCC2CCN(CC2)CC2(CCOCC2)C(=O)OC(C)(C)C (tert-Butyl 4-{[4-({[(2′-oxospiro[cyclopentane-1,3′-indol]-1′(2′H)-yl)carbonyl]amino}methyl)piperidin-1-yl]methyl}tetrahydro-2H-pyran-4-carboxylate). Solvent: C(Cl)Cl (CH2Cl2), FC(C(=O)O)(F)F (trifluoroacetic acid). Reaction conditions: time 8 hour. The product is O=C1N(C2=CC=CC=C2C12CCCC2)C(=O)NCC2CCN(CC2)CC2(CCOCC2)C(=O)O (4-{[4-({[(2′-Oxospiro[cyclopentane-1,3′-indol]-1′(2′H)-yl)carbonyl]amino}methyl)piperidin-1-yl]methyl}tetrahydro-2H-pyran-4-carboxylic Acid). RXN SMILES: [O:1]=[C:2]1[C:10]2([CH2:14][CH2:13][CH2:12][CH2:11]2)[C:9]2[C:4](=[CH:5][CH:6]=[CH:7][CH:8]=2)[N:3]1[C:15]([NH:17][CH2:18][CH:19]1[CH2:24][CH2:23][N:22]([CH2:25][C:26]2([C:32]([O:34]C(C)(C)C)=[O:33])[CH2:31][CH2:30][O:29][CH2:28][CH2:27]2)[CH2:21][CH2:20]1)=[O:16]>C(Cl)Cl.FC(F)(F)C(O)=O>[O:1]=[C:2]1[C:10]2([CH2:14][CH2:13][CH2:12][CH2:11]2)[C:9]2[C:4](=[CH:5][CH:6]=[CH:7][CH:8]=2)[N:3]1[C:15]([NH:17][CH2:18][CH:19]1[CH2:20][CH2:21][N:22]([CH2:25][C:26]2([C:32]([OH:34])=[O:33])[CH2:31][CH2:30][O:29][CH2:28][CH2:27]2)[CH2:23][CH2:24]1)=[O:16]. Procedure: To a solution of tert-butyl 4-{[4-({[(2′-oxospiro[cyclopentane-1,3′-indol]-1′(2′H)-yl)carbonyl]amino}methyl)piperidin-1-yl]methyl}tetrahydro-2H-pyran-4-carboxylate (2.3 g, 4.38 mmol, step 6 of Example 1) in CH2Cl2 (14 mL), trifluoroacetic acid (18 mL) was added at room temperature, and the mixture was stirred overnight at room temperature. The mixture was concentrated to give yellow oil, CH2Cl2 (200 mL) was added and washed with sat. NaHCO3 aq. (80 mL), dried over MgSO4, filtered and concentrate... Reactants: COC(C1=CC(=C(C(=C1)[N+](=O)[O-])C)I)=O (3-iodo-4-methyl-5-nitro-benzoic acid methyl ester), SnCl2 dihydrate. Run in C1CCOC1 (THF), CO (methanol). Reaction conditions: temperature 60 celsius, time 6 hour. Yields the product COC(C1=CC(=C(C(=C1)I)C)N)=O (3-amino-5-iodo-4-methyl-benzoic acid methyl ester). The yield is 67.3%. Reaction SMILES: [CH3:1][O:2][C:3](=[O:15])[C:4]1[CH:9]=[C:8]([N+:10]([O-])=O)[C:7]([CH3:13])=[C:6]([I:14])[CH:5]=1>C1COCC1.CO>[CH3:1][O:2][C:3](=[O:15])[C:4]1[CH:5]=[C:6]([I:14])[C:7]([CH3:13])=[C:8]([NH2:10])[CH:9]=1. Procedure: To a solution of 3-iodo-4-methyl-5-nitro-benzoic acid methyl ester (2.0 g, 6.23 mmol) in a mixture of THF (40 mL) and methanol (1 mL) was added SnCl2 dihydrate (4.22 g, 18.69 mmol). The reaction mixture was stirred at 60° C. for six hours, then cooled to room temperature and partitioned between ethyl acetate and saturated aqueous sodium bicarbonate. The organic layer was separated, dried over MgSO4, filtered and concentrated under reduced pressure. The residue was purified by column chromatograp... Product: CC1(CCOCC1)C(=O)O (4-Methyltetrahydropyran-4-carboxylic Acid). The reactants are O1CCC(CC1)C(=O)O (tetrahydropyran-4-carboxylic acid), CI (methyl iodide), resultant solution. RXN SMILES: [O:1]1[CH2:6][CH2:5][CH:4]([C:7]([OH:9])=[O:8])[CH2:3][CH2:2]1.[CH3:10]I>O1CCCC1>[CH3:10][C:4]1([C:7]([OH:9])=[O:8])[CH2:5][CH2:6][O:1][CH2:2][CH2:3]1. Run at time 3.5 day. Run in hexanes, O1CCCC1 (tetrahydrofuran), O1CCCC1 (tetrahydrofuran). Procedure: nButyllithium (21.1 ml, 33.8 mmol, 1.6 M in hexanes) was added dropwise over 10 minutes to a stirred solution of duisopropylamine (4.7 ml, 33.8 mmol) in anhydrous tetrahydrofuran (40 ml) under an atmosphere of nitrogen at <10° C. Upon addition, tetrahydropyran-4-carboxylic acid (J. Am. Chem. Soc., 1993, 115, 8407) was added in anhydrous tetrahydrofuran (20 ml) under nitrogen at <5° C. The mixture was stirred at room temperature for one hour after which methyl iodide (2.4 ml, 38.4 mmol) was added... The reactants are O[C@H]1CC(N(C1)C1=NN(C=C1)C)=O ((4S)-4-hydroxy-1-(1-methyl-1H-pyrazol-3-yl)pyrrolidin-2-one), [H-].[Na+] (sodium hydride), oil, IC (Iodomethane). Run in C1CCOC1 (THF), O (water). The product is CO[C@H]1CC(N(C1)C1=NN(C=C1)C)=O ((4S)-4-methoxy-1-(1-methyl-1H-pyrazol-3-yl)pyrrolidin-2-one). RXN SMILES: [OH:1][C@@H:2]1[CH2:6][N:5]([C:7]2[CH:11]=[CH:10][N:9]([CH3:12])[N:8]=2)[C:4](=[O:13])[CH2:3]1.[H-].[Na+].I[CH3:17]>C1COCC1.O>[CH3:17][O:1][C@@H:2]1[CH2:6][N:5]([C:7]2[CH:11]=[CH:10][N:9]([CH3:12])[N:8]=2)[C:4](=[O:13])[CH2:3]1 |f:1.2|. Reported procedure: To a solution of (4S)-4-hydroxy-1-(1-methyl-1H-pyrazol-3-yl)pyrrolidin-2-one (97 mg) in THF (3.0 mL) was added a sodium hydride 60% dispersion in mineral oil (24 mg) under ice-cooling, and the mixture was stirred under ice-cooling for 10 min. Iodomethane (50 μL) was added to the reaction mixture under ice-cooling, and the mixture was stirred overnight at room temperature. The reaction mixture was diluted with water, and the mixture was extracted with ethyl acetate. The extract was washed with sa...